From a dataset of the Open Reaction Database (ORD), a public repository of structured organic reaction records. describe an organic reaction: reactants, conditions, products, and yield Reactants: COC(=O)C1CN(CCn2c(=O)ccc3c(F)cc(F)cc32)CCC1NC(=O)OCc1ccccc1, CO. Yields the product COC(=O)C1CN(CCn2c(=O)ccc3c(F)cc(F)cc32)CCC1N. As a reaction SMILES: [CH2:1]([O:2][C:3](=[O:4])[NH:11][CH:12]1[CH:13]([C:33](=[O:34])[O:35][CH3:36])[CH2:14][N:15]([CH2:18][CH2:19][n:20]2[c:21](=[O:32])[cH:22][cH:23][c:24]3[c:25]([F:31])[cH:26][c:27]([F:30])[cH:28][c:29]23)[CH2:16][CH2:17]1)[c:5]1[cH:6][cH:7][cH:8][cH:9][cH:10]1.[CH3:37][OH:38]>>[NH2:11][CH:12]1[CH:13]([C:33](=[O:34])[O:35][CH3:36])[CH2:14][N:15]([CH2:18][CH2:19][n:20]2[c:21](=[O:32])[cH:22][cH:23][c:24]3[c:25]([F:31])[cH:26][c:27]([F:30])[cH:28][c:29]23)[CH2:16][CH2:17]1.